From a dataset of the Open Reaction Database (ORD), a public repository of structured organic reaction records. describe an organic reaction: reactants, conditions, products, and yield The reactants are CN(C)C(=[N+](C)C)ON1C2=C(C=CC=C2)N=N1.[B-](F)(F)(F)F (TBTU), C=1C=CC2=C(C1)N=NN2O (HOBT), CCN(C(C)C)C(C)C (DIPEA), CN(C)C=O (DMF), CN(C)C=O (DMF), N1=C(NC2=C1C=CC=C2)C(=O)O (benzimidazolecarboxylic acid), amine, CN(C)C=O (DMF), acid, acid. The solvent is O (water). Conditions: time 4 hour. The product is N1=CC=C(C=C1)OC=1C=C(C=CC1)NC(=O)C1=NC2=C(N1)C=CC(=C2)C (N-[3-(pyridine-4-yloxy)phenyl]-5-methyl-1H-benzimidazole-2-carboxamide). RXN SMILES: [N:1]1[C:5]2[CH:6]=[CH:7][CH:8]=[CH:9][C:4]=2[NH:3][C:2]=1[C:10]([OH:12])=O.CN(C(ON1N=[N:28][C:23]2[CH:24]=[CH:25][CH:26]=[CH:27][C:22]1=2)=[N+](C)C)C.[B-](F)(F)(F)F.[CH:35]1C=CC2N(O)N=NC=2C=1.CC[N:47]([CH:51]([CH3:53])C)[CH:48]([CH3:50])C.CN([CH:57]=[O:58])C>O>[N:47]1[CH:48]=[CH:50][C:57]([O:58][C:25]2[CH:24]=[C:23]([NH:28][C:10]([C:2]3[NH:1][C:5]4[CH:6]=[CH:7][C:8]([CH3:35])=[CH:9][C:4]=4[N:3]=3)=[O:12])[CH:22]=[CH:27][CH:26]=2)=[CH:53][CH:51]=1 |f:1.2|. Procedure: 0.064 mmol of benzimidazolecarboxylic acid 4k was dissolved in DMF together with 0.064 mmol of the amine 5c, a solution of TBTU (0.096 mmol) in DMF, HOBT (0.026 mmol) in DMF and 0.32 mmol of DIPEA were added successively, and the mixture was stirred at room temperature. After 4 hours, 0.3 eq. of acid was added, and the mixture was stirred overnight. After further addition of 0.3 eq. of acid, the reaction mixture was diluted with water after 2 hours, and the resulting precipitate was filtered off...